The task is: describe an organic reaction: reactants, conditions, products, and yield. This data is from the Open Reaction Database (ORD), a public repository of structured organic reaction records. The reactants are N1=CC=CC=C1 (pyridine), C1(=CC=CC=C1)C1=NNC(=C1C(O)C1=C(C=C(C=C1)Cl)[N+](=O)[O-])C(=O)OCC (ethyl 3-phenyl-4-[(4-chloro-2-nitrophenyl)(hydroxy)methyl]-1H-pyrazole-5-carboxylate). Reagents/catalysts: [O-2].[O-2].[O-2].[Cr+6] (chromium trioxide). The solvent is C(Cl)Cl (methylene chloride), C(Cl)Cl (methylene chloride). Conditions: time 10 minute. Product: C1(=CC=CC=C1)C1=NNC(=C1C(C1=C(C=C(C=C1)Cl)[N+](=O)[O-])=O)C(=O)OCC (Ethyl 3-phenyl-4-(4-chloro-2-nitrobenzoyl)-1H-pyrazole-5-carboxylate). Isolated yield 100.1%. Reaction SMILES: N1C=CC=CC=1.[C:7]1([C:13]2[C:17]([CH:18]([C:20]3[CH:25]=[CH:24][C:23]([Cl:26])=[CH:22][C:21]=3[N+:27]([O-:29])=[O:28])[OH:19])=[C:16]([C:30]([O:32][CH2:33][CH3:34])=[O:31])[NH:15][N:14]=2)[CH:12]=[CH:11][CH:10]=[CH:9][CH:8]=1>C(Cl)Cl.[O-2].[O-2].[O-2].[Cr+6]>[C:7]1([C:13]2[C:17]([C:18](=[O:19])[C:20]3[CH:25]=[CH:24][C:23]([Cl:26])=[CH:22][C:21]=3[N+:27]([O-:29])=[O:28])=[C:16]([C:30]([O:32][CH2:33][CH3:34])=[O:31])[NH:15][N:14]=2)[CH:8]=[CH:9][CH:10]=[CH:11][CH:12]=1 |f:3.4.5.6|. Procedure details: To a solution of dry pyridine (0.237 g, 300 mmol) in anhydrous methylene chloride (5 mL) was slowly added chromium trioxide (0.15 g, 1.5 mmol) to give a wine colored mixture which was stirred at room temperature for 10 minutes. A solution of ethyl 3-phenyl-4-[(4-chloro-2-nitrophenyl)(hydroxy)methyl]-1H-pyrazole-5-carboxylate (0.10 g, 0.25 mmol) in anhydrous methylene chloride (2 mL) was added to the wine red mixture in three portions over 25 minutes. The reaction mixture was stirred at room temp... Reactants: CC(C)(C)OC(=O)Nc1cc(Cl)ccc1C=CC(=O)O, ClCCl, CC1CN(Cc2ccc(F)cc2)C(C)CN1. The product is CC1CN(C(=O)C=Cc2ccc(Cl)cc2NC(=O)OC(C)(C)C)C(C)CN1Cc1ccc(F)cc1. As a reaction SMILES: [C:1]([CH3:2])([CH3:3])([CH3:4])[O:5][C:6](=[O:7])[NH:8][c:9]1[c:10]([CH:16]=[CH:17][C:18](=[O:19])[OH:20])[cH:11][cH:12][c:13]([Cl:15])[cH:14]1.[Cl:37][CH2:38][Cl:39].[F:21][c:22]1[cH:23][cH:24][c:25]([CH2:26][N:27]2[CH:28]([CH3:34])[CH2:29][NH:30][CH:31]([CH3:33])[CH2:32]2)[cH:35][cH:36]1>>[C:1]([CH3:2])([CH3:3])([CH3:4])[O:5][C:6](=[O:7])[NH:8][c:9]1[c:10]([CH:16]=[CH:17][C:18](=[O:20])[N:30]2[CH2:29][CH:28]([CH3:34])[N:27]([CH2:26][c:25]3[cH:24][cH:23][c:22]([F:21])[cH:36][cH:35]3)[CH2:32][CH:31]2[CH3:33])[cH:11][cH:12][c:13]([Cl:15])[cH:14]1. Reactants: N1CC(CC1)CC(=O)OC (methyl 3-pyrrolidineacetate), C1(=CC=CC=C1)C(=CCCBr)C1=CC=CC=C1 (4,4-diphenyl-3-butenyl bromide), C([O-])([O-])=O.[K+].[K+] (potassium carbonate). The solvent is CC(=O)C (acetone). Product: C1(=CC=CC=C1)C(=CCCN1CC(CC1)CC(=O)OC)C1=CC=CC=C1 (methyl 1-(4,4-diphenyl-3-butenyl)-3-pyrrolidineacetate). As a reaction SMILES: [NH:1]1[CH2:5][CH2:4][CH:3]([CH2:6][C:7]([O:9][CH3:10])=[O:8])[CH2:2]1.[C:11]1([C:17]([C:22]2[CH:27]=[CH:26][CH:25]=[CH:24][CH:23]=2)=[CH:18][CH2:19][CH2:20]Br)[CH:16]=[CH:15][CH:14]=[CH:13][CH:12]=1.C(=O)([O-])[O-].[K+].[K+]>CC(C)=O>[C:11]1([C:17]([C:22]2[CH:23]=[CH:24][CH:25]=[CH:26][CH:27]=2)=[CH:18][CH2:19][CH2:20][N:1]2[CH2:5][CH2:4][CH:3]([CH2:6][C:7]([O:9][CH3:10])=[O:8])[CH2:2]2)[CH:16]=[CH:15][CH:14]=[CH:13][CH:12]=1 |f:2.3.4|. Procedure: A mixture of 44.5 g. (0.138 mole) of methyl 3-pyrrolidineacetate hexamate, 40.3 g. (0.140 mole) of 4,4-diphenyl-3-butenyl bromide and 38.2 g. (0.276 mole) of potassium carbonate in 400 ml. of acetone was refluxed for 43 hours. The mixture was chilled, filtered, concentrated and chromatographed on silica gel to give methyl 1-(4,4-diphenyl-3-butenyl)-3-pyrrolidineacetate. Starting materials: CON=C(C(=O)O)C=1N=NSC1 (2-Methoxyimino-2-(1,2,3-thiadiazol-4-yl)acetic acid), NC1[C@@H]2N(C(=C(CS2)CSC=2SC(=NN2)C)C(=O)O)C1=O (7-amino-3-(5-methyl-1,3,4-thiadiazol-2-yl)thiomethyl-3-cephem-4-carboxylic acid). The product is CON=C(C(=O)NC1[C@@H]2N(C(=C(CS2)CSC=2SC(=NN2)C)C(=O)O)C1=O)C=1N=NSC1 (7-[2-methoxyimino-2-(1,2,3-thiadiazol-4-yl)acetamido]-3-(5-methyl-1,3,4-thiadiazol-2-yl)thiomethyl-3-cephem-4-carboxylic acid). The yield is 61.2%. Reaction SMILES: [CH3:1][O:2][N:3]=[C:4]([C:8]1[N:9]=[N:10][S:11][CH:12]=1)[C:5]([OH:7])=O.[NH2:13][CH:14]1[C:32](=[O:33])[N:16]2[C:17]([C:29]([OH:31])=[O:30])=[C:18]([CH2:21][S:22][C:23]3[S:24][C:25]([CH3:28])=[N:26][N:27]=3)[CH2:19][S:20][C@H:15]12>>[CH3:1][O:2][N:3]=[C:4]([C:8]1[N:9]=[N:10][S:11][CH:12]=1)[C:5]([NH:13][CH:14]1[C:32](=[O:33])[N:16]2[C:17]([C:29]([OH:31])=[O:30])=[C:18]([CH2:21][S:22][C:23]3[S:24][C:25]([CH3:28])=[N:26][N:27]=3)[CH2:19][S:20][C@H:15]12)=[O:7]. Procedure details: 2-Methoxyimino-2-(1,2,3-thiadiazol-4-yl)acetic acid (anti isomer)(1.0 g.) and 7-amino-3-(5-methyl-1,3,4-thiadiazol-2-yl)thiomethyl-3-cephem-4-carboxylic acid (2.16 g.) were reacted according to similar manners to those of Examples 1(b) and 8 to give pale yellow powder of 7-[2-methoxyimino-2-(1,2,3-thiadiazol-4-yl)acetamido]-3-(5-methyl-1,3,4-thiadiazol-2-yl)thiomethyl-3-cephem-4-carboxylic acid (anti isomer) (1.68 g.), mp 104° to 115° C. (dec.).